This data is from the Open Reaction Database (ORD), a public repository of structured organic reaction records. The task is: describe an organic reaction: reactants, conditions, products, and yield Starting materials: C#CCN1CCN(CC)CC1, Nc1ccc(Oc2ccnc3cc(I)sc23)c(F)c1. Yields the product CCN1CCN(CC#Cc2cc3nccc(Oc4ccc(N)cc4F)c3s2)CC1. Reaction SMILES: [CH2:1]([CH3:2])[N:3]1[CH2:4][CH2:5][N:6]([CH2:9][C:10]#[CH:11])[CH2:7][CH2:8]1.[F:12][c:13]1[cH:14][c:15]([NH2:16])[cH:17][cH:18][c:19]1[O:20][c:21]1[c:22]2[c:23]([n:24][cH:25][cH:26]1)[cH:27][c:28]([I:30])[s:29]2>>[CH2:1]([CH3:2])[N:3]1[CH2:4][CH2:5][N:6]([CH2:9][C:10]#[C:11][c:28]2[cH:27][c:23]3[c:22]([c:21]([O:20][c:19]4[c:13]([F:12])[cH:14][c:15]([NH2:16])[cH:17][cH:18]4)[cH:26][cH:25][n:24]3)[s:29]2)[CH2:7][CH2:8]1. Starting materials: Fc1c(Br)ccc2cc[nH]c12, C1CCOC1, CI, [H-], [Na+]. The product is Cn1ccc2ccc(Br)c(F)c21. Reaction SMILES: [Br:1][c:2]1[cH:3][cH:4][c:5]2[cH:6][cH:7][nH:8][c:9]2[c:10]1[F:11].[CH2:16]1[O:17][CH2:18][CH2:19][CH2:20]1.[CH3:14][I:15].[H-:12].[Na+:13]>>[Br:1][c:2]1[cH:3][cH:4][c:5]2[cH:6][cH:7][n:8]([CH3:14])[c:9]2[c:10]1[F:11].